From a dataset of the Open Reaction Database (ORD), a public repository of structured organic reaction records. describe an organic reaction: reactants, conditions, products, and yield Reactants: C[C@H]1C(=O)O[C@H](C(=O)O1)C (L-(-)-lactide), C1C(=O)OCC(=O)O1 (glycolide), bis-2-methoxyethyl phthalate, C(CCCCCCC)(=O)[O-].[Sn+4].C(CCCCCCC)(=O)[O-].C(CCCCCCC)(=O)[O-].C(CCCCCCC)(=O)[O-] (tin octanoate), C(CO)(=O)O (glycolic acid), resultant polymer. Solvent: C1(=CC=CC=C1)C (toluene). Conditions: temperature 180 celsius, time 20 minute. Yields the product C(CO)(=O)O.C(C(O)C)(=O)O (glycolic acid lactic acid). RXN SMILES: [CH3:1][C@@H:2]1[O:9]C(=O)[C@H](C)[O:5][C:3]1=[O:4].C1OC(=O)COC1=O.C([O-])(=O)CCCCCCC.[Sn+4].C([O-])(=O)CCCCCCC.C([O-])(=O)CCCCCCC.C([O-])(=O)CCCCCCC.C(O)(=O)CO>C1(C)C=CC=CC=1>[C:3]([OH:5])(=[O:4])[CH2:2][OH:9].[C:3]([OH:5])(=[O:4])[CH:2]([CH3:1])[OH:9] |f:2.3.4.5.6,9.10|. Reported procedure: A PFA-made cylinder was charged with 35.72 g (0.248 mol) of recrystallized L-(-)-lactide and 162.4 g (1.4 mol) of glycolide, and 17.0 ml of bis-2-methoxyethyl phthalate, 0.20 ml of a toluene solution of tin octanoate at a molar concentration of 0.33 and 0.0626 g of glycolic acid were added. After toluene was removed under high vacuum of 0.1 mmHg, and purging with nitrogen was conducted twice, the contents were heated at 180° C. for 40 minutes with stirring. The heating was further continued for ... Reaction SMILES: [C:3](=[O:4])([O:5][C:6]([CH3:7])([CH3:8])[CH3:9])[N:10]1[CH2:11][CH2:12][CH:13]([c:16]2[n:17]([CH:26]3[CH2:27][CH2:28]3)[n:18][cH:19][c:20]2[C:21](=[O:22])[O:23][CH2:24][CH3:25])[CH2:14][CH2:15]1.[CH3:29][CH2:30][OH:31].[Na+:2].[OH-:1]>>[C:3](=[O:4])([O:5][C:6]([CH3:7])([CH3:8])[CH3:9])[N:10]1[CH2:11][CH2:12][CH:13]([c:16]2[n:17]([CH:26]3[CH2:27][CH2:28]3)[n:18][cH:19][c:20]2[C:21](=[O:22])[OH:23])[CH2:14][CH2:15]1. Starting materials: CCOC(=O)c1cnn(C2CC2)c1C1CCN(C(=O)OC(C)(C)C)CC1, CCO, [Na+], [OH-]. Product: CC(C)(C)OC(=O)N1CCC(c2c(C(=O)O)cnn2C2CC2)CC1. Reactants: N#Cc1ccc(C=O)cc1, COC(=O)CCc1ccc(C#N)cc1, Cl, C1CCOC1, O, COC(=O)C=P(c1ccccc1)(c1ccccc1)c1ccccc1. Yields the product N#Cc1ccc(CCCO)cc1. As a reaction SMILES: [C:15]([c:16]1[cH:17][cH:18][c:19]([CH:20]=[O:21])[cH:22][cH:23]1)#[N:24].[C:1](#[N:2])[c:3]1[cH:4][cH:5][c:6]([CH2:9][CH2:10][C:11](=[O:12])[O:13][CH3:14])[cH:7][cH:8]1.[ClH:49].[O:50]1[CH2:51][CH2:52][CH2:53][CH2:54]1.[OH2:55].[c:25]1([P:26](=[CH:27][C:28]([O:29][CH3:30])=[O:31])([c:32]2[cH:33][cH:34][cH:35][cH:36][cH:37]2)[c:38]2[cH:39][cH:40][cH:41][cH:42][cH:43]2)[cH:44][cH:45][cH:46][cH:47][cH:48]1>>[C:1](#[N:2])[c:3]1[cH:4][cH:5][c:6]([CH2:9][CH2:10][CH2:11][OH:12])[cH:7][cH:8]1. Reactants: NC1=C(C(=O)OC)C=CC=C1 (methyl 2-aminobenzoate), BrCCCC(=O)OCC (ethyl γ-bromobutyrate). The product is COC(C1=C(C=CC=C1)NCCCC(OCC)=O)=O (Methyl-2-[(4-ethoxy-oxobutyl)amino]benzoate). RXN SMILES: [NH2:1][C:2]1[CH:11]=[CH:10][CH:9]=[CH:8][C:3]=1[C:4]([O:6][CH3:7])=[O:5].Br[CH2:13][CH2:14][CH2:15][C:16]([O:18][CH2:19][CH3:20])=[O:17]>>[CH3:7][O:6][C:4](=[O:5])[C:3]1[CH:8]=[CH:9][CH:10]=[CH:11][C:2]=1[NH:1][CH2:13][CH2:14][CH2:15][C:16](=[O:17])[O:18][CH2:19][CH3:20]. Procedure details: A mixture of 19.2 g of methyl 2-aminobenzoate and 9.6 g of ethyl γ-bromobutyrate is heated at 80°-85° C. for 24 hours, cooled to room temperature and filtered. The solid is washed with CH2Cl2 and the filtrate washed with 1NHCl, H2O, 1NNaHCO3 and brine. The solvent is removed to give an oil. The oil is distilled and the fraction boiling at 45°-75° C. and 130°-160° C. were collected and discarded. The residue is the product (55.4 g of oil) Starting materials: [H-].[Na+] (sodium hydride), BrC1=CC(=CC=C1)F (1-bromo-3-fluoro-benzene), CN1CCC(CC1)O (1-methyl-piperidin-4-ol). Solvent: CN(C)C=O (DMF), CN(C)C=O (DMF), CN(C)C=O (DMF). Conditions: temperature 50 celsius, time 45 minute. Yields the product BrC=1C=C(OC2CCN(CC2)C)C=CC1 (4-(3-Bromo-phenoxy)-1-methyl-piperidine). Yield: 65.3%. Reaction SMILES: [CH3:1][N:2]1[CH2:7][CH2:6][CH:5]([OH:8])[CH2:4][CH2:3]1.[H-].[Na+].[Br:11][C:12]1[CH:17]=[CH:16][CH:15]=[C:14](F)[CH:13]=1>CN(C=O)C>[Br:11][C:12]1[CH:13]=[C:14]([CH:15]=[CH:16][CH:17]=1)[O:8][CH:5]1[CH2:6][CH2:7][N:2]([CH3:1])[CH2:3][CH2:4]1 |f:1.2|. Procedure details: Dissolve 1-methyl-piperidin-4-ol (10.06 g, 87.34 mmol) in DMF (30 mL) and add to a stirred suspension of sodium hydride (5.24 g, 131.01 mmol) in DMF (155 mL). After the addition is complete, heat at 50° C. After 45 min., add a solution of 1-bromo-3-fluoro-benzene (12.2 mL, 109.18 mmol) in DMF (15 mL) and stir and heat at 65° C. After 18 hr., cool to ambient temperature, quench with water (5 mL), remove the DMF under reduced pressure, wash with water (50 mL) and extract with ethyl acetate/hexanes...